This data is from the Open Reaction Database (ORD), a public repository of structured organic reaction records. The task is: describe an organic reaction: reactants, conditions, products, and yield Reactants: CC1(OB(OC1(C)C)C=1C=NNC1)C (4-(4,4,5,5-tetramethyl-1,3,2-dioxaborolan-2-yl)-1H-pyrazole), C(#N)C=C1CC(C1)C#N (3-(cyanomethylene)cyclobutanecarbonitrile), N12CCCCCC2=NCCC1 (1,8-diazabicyclo[5.4.0]undec-7-ene). Solvent: C(C)#N (acetonitrile). Conditions: time 8 hour. The product is C(#N)CC1(CC(C1)C#N)N1N=CC(=C1)B1OC(C(O1)(C)C)(C)C (3-(cyanomethyl)-3-(4-(4,4,5,5-tetramethyl-1,3,2-dioxaborolan-2-yl)-1H-pyrazol-1-yl)cyclobutanecarbonitrile), mixture. The yield is 11.5%. As a reaction SMILES: [CH3:1][C:2]1([CH3:14])[C:6]([CH3:8])([CH3:7])[O:5][B:4]([C:9]2[CH:10]=[N:11][NH:12][CH:13]=2)[O:3]1.[C:15]([CH:17]=[C:18]1[CH2:21][CH:20]([C:22]#[N:23])[CH2:19]1)#[N:16].N12CCCN=C1CCCCC2>C(#N)C>[C:15]([CH2:17][C:18]1([N:12]2[CH:13]=[C:9]([B:4]3[O:5][C:6]([CH3:7])([CH3:8])[C:2]([CH3:14])([CH3:1])[O:3]3)[CH:10]=[N:11]2)[CH2:21][CH:20]([C:22]#[N:23])[CH2:19]1)#[N:16]. Procedure: To a solution of 4-(4,4,5,5-tetramethyl-1,3,2-dioxaborolan-2-yl)-1H-pyrazole (1.73 g, 0.00890 mol) in acetonitrile (22.2 mL) was added 3-(cyanomethylene)cyclobutanecarbonitrile (1.05 g, 0.00889 mol), followed by 1,8-diazabicyclo[5.4.0]undec-7-ene (0.666 mL, 0.00445 mol). The resulting mixture was stirred at room temperature overnight, then evaporated to dryness. The mixture was purified on silica gel, eluting with 0 to 80% EtOAc in hexanes, to give the desired product as racemic mixture (320 mg,... The product is mixture 55/45, C(C1=CC=CC=C1)S\C=C(/C)\N1C(N(C2=C1C=CC=C2)C)=O (1-[(1E)-1-(benzylsulfanyl)prop-1-en-2-yl]-3-methyl-1,3-dihydro-2H-benz imidazol-2-one), C(C1=CC=CC=C1)S\C=C(\C)/N1C(N(C2=C1C=CC=C2)C)=O (1-[(1Z)-1-(benzyl sulfanyl)prop-1-en-2-yl]-3-methyl-1,3-dihydro-2H-benzimidazol-2-one). Procedure: Stage B 167 mg of 3,9-dimethyl[1,3]thiazolo[3,2-a]benzimidazol-9-ium iodide (0.51 mmol) and 162 mg of NaOH (8 eq) were solubilised in benzyl alcohol (5 mL) and the solution stirred under reflux. After 48 h water was added (20 mL) and the mixture extracted with CH2Cl2 (3×20 mL). The organic layer was dried with MgSO4 and evaporated under reduced pressure. The residue was then purified by chromatography on silica gel (eluent: CH2Cl2) to afford a mixture 55/45 of 1-[(1E)-1-(benzylsulfanyl)prop-1-en... Starting materials: [OH-].[Na+] (NaOH), O (water), [I-].CC1=CSC2=[N+](C3=C(N21)C=CC=C3)C (3,9-dimethyl[1,3]thiazolo[3,2-a]benzimidazol-9-ium iodide), C(C1=CC=CC=C1)O (benzyl alcohol). RXN SMILES: [I-].[CH3:2][C:3]1[N:10]2[C:6](=[N+:7]([CH3:15])[C:8]3[CH:14]=[CH:13][CH:12]=[CH:11][C:9]=32)[S:5][CH:4]=1.[OH-:16].[Na+].O.[CH2:19](O)[C:20]1[CH:25]=[CH:24][CH:23]=[CH:22][CH:21]=1>>[CH2:19]([S:5]/[CH:4]=[C:3](/[N:10]1[C:9]2[CH:11]=[CH:12][CH:13]=[CH:14][C:8]=2[N:7]([CH3:15])[C:6]1=[O:16])\[CH3:2])[C:20]1[CH:25]=[CH:24][CH:23]=[CH:22][CH:21]=1.[CH2:19]([S:5]/[CH:4]=[C:3](\[N:10]1[C:9]2[CH:11]=[CH:12][CH:13]=[CH:14][C:8]=2[N:7]([CH3:15])[C:6]1=[O:16])/[CH3:2])[C:20]1[CH:25]=[CH:24][CH:23]=[CH:22][CH:21]=1 |f:0.1,2.3|. The reactants are O=Cc1ccccc1, O=C(Cl)OC(Cl)(Cl)Cl, O=C([O-])Cl, c1ccncc1. Yields the product O=C(Cl)OC(Cl)c1ccccc1. As a reaction SMILES: [CH:1](=[O:2])[c:3]1[cH:4][cH:5][cH:6][cH:7][cH:8]1.[Cl:15][C:16](=[O:17])[O:18][C:19]([Cl:20])([Cl:21])[Cl:22].[Cl:23][C:24]([O-:25])=[O:26].[cH:9]1[cH:10][cH:11][n:12][cH:13][cH:14]1>>[c:3]1([CH:19]([O:18][C:16]([Cl:15])=[O:17])[Cl:22])[cH:4][cH:5][cH:6][cH:7][cH:8]1. The reactants are C(C(C)(C)C)(=O)CC#N (pivaloylacetonitrile), Cl (hydrochloric acid), Cl (hydrochloric acid), [OH-].[Na+] (sodium hydroxide), S(=O)(=O)(O)O.NO (Hydroxylamine sulfate), [OH-].[Na+] (sodium hydroxide). The reagents and catalysts are S(O)(O)(=O)=O (sulfuric acid). Run in O (water), C(Cl)(Cl)Cl (chloroform). Run at time 30 minute. Product: NC1=NOC(=C1)C(C)(C)C (3-amino-5-t-butylisoxazole). Isolated yield 125.1%. Reaction SMILES: [C:1]([CH2:7][C:8]#[N:9])(=[O:6])[C:2]([CH3:5])([CH3:4])[CH3:3].[OH-].[Na+].S(O)(O)(=O)=O.[NH2:17]O.Cl>O.S(=O)(=O)(O)O.C(Cl)(Cl)Cl>[NH2:9][C:8]1[CH:7]=[C:1]([C:2]([CH3:5])([CH3:4])[CH3:3])[O:6][N:17]=1 |f:1.2,3.4|. Procedure details: To a suspension of pivaloylacetonitrile (25.03 g) in water (400 ml) is added 96% sodium hydroxide (9.17 g). Hydroxylamine sulfate (18.06 g) is added to the resulting solution at 27° C. The mixture is stirred at room temperature for 30 minutes, adjusted to pH 8 with 10% sulfuric acid (0.97 g), stirred at 60° C. for 22 hours, cooled at 20° C., mixed with conc. hydrochloric acid (7.90 g), and heated at 50° C. for 2 hours. Conc. hydrochloric acid (14.18 g) is added to the mixture, which is heated at... Starting materials: NCCCN1C(=NC=2C(=NC=3C=CC=CC3C21)N)CCCOC2=CC=CC=C2 (1-(3-aminopropyl)-2-(3-phenoxypropyl)-1H-imidazo[4,5-c]quinolin-4-amine), BrC1=CC=C(C(=O)Cl)C=C1 (4-bromobenzoyl chloride). Yields the product NC1=NC=2C=CC=CC2C2=C1N=C(N2CCCNC(C2=CC=C(C=C2)Br)=O)CCCOC2=CC=CC=C2 (N-{3-[4-amino-2-(3-phenoxypropyl)-1H-imidazo[4,5-c]quinolin-1-yl]propyl }-4-bromobenzamide). The yield is 60.6%. RXN SMILES: [NH2:1][CH2:2][CH2:3][CH2:4][N:5]1[C:17]2[C:16]3[CH:15]=[CH:14][CH:13]=[CH:12][C:11]=3[N:10]=[C:9]([NH2:18])[C:8]=2[N:7]=[C:6]1[CH2:19][CH2:20][CH2:21][O:22][C:23]1[CH:28]=[CH:27][CH:26]=[CH:25][CH:24]=1.[Br:29][C:30]1[CH:38]=[CH:37][C:33]([C:34](Cl)=[O:35])=[CH:32][CH:31]=1>>[NH2:18][C:9]1[C:8]2[N:7]=[C:6]([CH2:19][CH2:20][CH2:21][O:22][C:23]3[CH:28]=[CH:27][CH:26]=[CH:25][CH:24]=3)[N:5]([CH2:4][CH2:3][CH2:2][NH:1][C:34](=[O:35])[C:33]3[CH:37]=[CH:38][C:30]([Br:29])=[CH:31][CH:32]=3)[C:17]=2[C:16]2[CH:15]=[CH:14][CH:13]=[CH:12][C:11]=2[N:10]=1. Procedure: Using the general method of Example 189, 1-(3-aminopropyl)-2-(3-phenoxypropyl)-1H-imidazo[4,5-c]quinolin-4-amine (2.0 g, 5.32 mmol) was reacted with 4-bromobenzoyl chloride (880 mg, 5.86 mmol) to provide 1.8 g of N-{3-[4-amino-2-(3-phenoxypropyl)-1H-imidazo[4,5-c]quinolin-1-yl]propyl }-4-bromobenzamide as a light yellow solid, m.p. 186.2-186.7° C. Analysis: Calculated for C29H28BrN5O2: % C, 62.37; % H, 5.05; % N, 12.54. Found: % C, 62.18; % H, 5.16; % N, 12.43. The reactants are P(=O)(Cl)(Cl)Cl (phosphoryl chloride), C(C#CC)O (but-2-yn-1-ol), O1CCCC=C1 (dihydropyran). Solvent: C(Cl)Cl (DCM). Conditions: time 16 hour. Yields the product C(CC=C)OC1OCCCC1 (2-But-3-enyloxyterahydropyran). RXN SMILES: P(Cl)(Cl)(Cl)=O.[CH2:6]([OH:10])[C:7]#[C:8][CH3:9].[O:11]1[CH:16]=[CH:15][CH2:14][CH2:13][CH2:12]1>C(Cl)Cl>[CH2:6]([O:10][CH:12]1[CH2:13][CH2:14][CH2:15][CH2:16][O:11]1)[CH2:7][CH:8]=[CH2:9]. Reported procedure: A solution of phosphoryl chloride (0.5 ml in 10 ml of DCM) was added with care to a solution of but-2-yn-1-ol (8.75 g, 125 mmol) and dihydropyran (10.50 g, 125 mmol) in DCM (80 ml). The reaction mixture was stirred at room temperature for 16 h, washed with sodium hydrogen carbonate solution (3 times), dried (MgSO4) and the solvent removed in vacuo to yield a colorless oil. The crude product was purified by column chromatography [silica gel, euted with hexane/ethyl acetate (4:1), Rf: 0.36] to yie... The reactants are C(C)(C)(C)OC(=O)C=1OC2=C(C1C)C(=CC=C2)O (4-hydroxy-3-methyl-benzofuran-2 carboxylic acid t-butyl ester), BrCC(=O)OC (methyl 2-bromoacetate), CN(C)C=O (DMF). The solvent is O (water). Yields the product C(C)(C)(C)OC(=O)C=1OC2=C(C1C)C(=CC=C2)OCC(=O)OC (4-methoxycarbonylmethoxy-3-methyl-benzofuran-2-carboxylic acid tert-butyl ester). Isolated yield 92.0%. RXN SMILES: [C:1]([O:5][C:6]([C:8]1[O:9][C:10]2[CH:17]=[CH:16][CH:15]=[C:14]([OH:18])[C:11]=2[C:12]=1[CH3:13])=[O:7])([CH3:4])([CH3:3])[CH3:2].Br[CH2:20][C:21]([O:23][CH3:24])=[O:22].CN(C=O)C>O>[C:1]([O:5][C:6]([C:8]1[O:9][C:10]2[CH:17]=[CH:16][CH:15]=[C:14]([O:18][CH2:20][C:21]([O:23][CH3:24])=[O:22])[C:11]=2[C:12]=1[CH3:13])=[O:7])([CH3:4])([CH3:2])[CH3:3]. Procedure: To a round-bottom flask with stir bar was added 4-hydroxy-3-methyl-benzofuran-2 carboxylic acid t-butyl ester (1 mmole), methyl 2-bromoacetate (1.1 eq.) potassium carbonate (5 equiv.) and 10 mL of DMF. The reaction mixture was stirred overnight and then slowly added dropwise to water (10 mL) with stirring. The resulting mixture was extracted with ethyl acetate (2×20 mL), brine (20 mL), dried over magenesium sulfate. Filtration and evaporation of solvent gave 4-methoxycarbonylmethoxy-3-methyl-ben... The reactants are CC(C(C)(C)O1)(C)OB1C2=CC=C(N=CN3C4CCOCC4)C3=C2, BrC1=CC2=C(C=C1)C=CN2. The reagents and catalysts are CC(C)(C)C1=CC=C(C=C1)C2=CC=C(C=C2)C(C)(C)C, C(=O)([O-])[O-].[Na+].[Na+], C1=CC=C(C=C1)P(C2=CC=CC=C2)C3=CC=CC=C3.C1=CC=C(C=C1)P(C2=CC=CC=C2)C3=CC=CC=C3.C1=CC=C(C=C1)P(C2=CC=CC=C2)C3=CC=CC=C3.C1=CC=C(C=C1)P(C2=CC=CC=C2)C3=CC=CC=C3.[Pd]. Run in COCCOC, O (water), COCCOC. Run at temperature 85 celsius, time 24 hour. Product: C12=C(NC=C2)C=C(C3=CC=C(C4=C3)N=CN4C5CCOCC5)C=C1. The yield is 69.0%. Starting materials: C(CCCCCCCCCCC)C1=CC=C(C(=O)C2=C(C(=O)O)C=C(C(=C2)C(=O)O)C(C2=CC=C(C=C2)CCCCCCCCCCCC)=O)C=C1 (2,5-bis(4-dodecylbenzoyl)terephthalic acid), [H][H] (hydrogen). Reagents/catalysts: [Pd] (palladium on carbon). Solvent: O1CCCC1 (tetrahydrofuran). Yields the product C(CCCCCCCCCCC)C1=CC=C(CC2=C(C(=O)O)C=C(C(=C2)C(=O)O)CC2=CC=C(C=C2)CCCCCCCCCCCC)C=C1 (2,5-bis(4-dodecylbenzyl)terephthalic acid). As a reaction SMILES: [CH2:1]([C:13]1[CH:52]=[CH:51][C:16]([C:17]([C:19]2[CH:27]=[C:26]([C:28]([OH:30])=[O:29])[C:25]([C:31](=O)[C:32]3[CH:37]=[CH:36][C:35]([CH2:38][CH2:39][CH2:40][CH2:41][CH2:42][CH2:43][CH2:44][CH2:45][CH2:46][CH2:47][CH2:48][CH3:49])=[CH:34][CH:33]=3)=[CH:24][C:20]=2[C:21]([OH:23])=[O:22])=O)=[CH:15][CH:14]=1)[CH2:2][CH2:3][CH2:4][CH2:5][CH2:6][CH2:7][CH2:8][CH2:9][CH2:10][CH2:11][CH3:12].[H][H]>[Pd].O1CCCC1>[CH2:38]([C:35]1[CH:36]=[CH:37][C:32]([CH2:31][C:25]2[CH:24]=[C:20]([C:21]([OH:23])=[O:22])[C:19]([CH2:17][C:16]3[CH:15]=[CH:14][C:13]([CH2:1][CH2:2][CH2:3][CH2:4][CH2:5][CH2:6][CH2:7][CH2:8][CH2:9][CH2:10][CH2:11][CH3:12])=[CH:52][CH:51]=3)=[CH:27][C:26]=2[C:28]([OH:30])=[O:29])=[CH:33][CH:34]=1)[CH2:39][CH2:40][CH2:41][CH2:42][CH2:43][CH2:44][CH2:45][CH2:46][CH2:47][CH2:48][CH3:49]. Procedure details: A solution of 133 grams of 2,5-bis(4-dodecylbenzoyl)terephthalic acid and 1 L of tetrahydrofuran was treated with 8 grams of 10% palladium on carbon (as a catalyst) and heated to 65° C. for 17 hours in an atmosphere of hydrogen at 270 kPa. The mixture was filtered through Celite™ diatomaceous earth filter agent to remove the catalyst. The filtrate was concentrated in vacuo to give a solid. The solid was triturated with ethyl acetate, and the residue was dried to give 2,5-bis(4-dodecylbenzyl)tere... The reactants are BrC=1C=C2C(=C(C=NC2=CC1)S(=O)(=O)C)NC1=CC=C(C=C1)CN(C)C (6-bromo-N-(4-((dimethylamino)methyl)phenyl)-3-(methylsulfonyl)quinolin-4-amine), ClC1=C(C(=CC(=C1)B1OC(C(O1)(C)C)(C)C)Cl)O (2,6-dichloro-4-(4,4,5,5-tetramethyl-1,3,2-dioxaborolan-2-yl)phenol). Product: ClC1=C(C(=CC(=C1)C=1C=C2C(=C(C=NC2=CC1)S(=O)(=O)C)NC1=CC=C(C=C1)CN(C)C)Cl)O (2,6-dichloro-4-(4-((4-((dimethylamino)methyl)phenyl)amino)-3-(methylsulfonyl)quinolin-6-yl)phenol). The yield is 61.4%. As a reaction SMILES: Br[C:2]1[CH:3]=[C:4]2[C:9](=[CH:10][CH:11]=1)[N:8]=[CH:7][C:6]([S:12]([CH3:15])(=[O:14])=[O:13])=[C:5]2[NH:16][C:17]1[CH:22]=[CH:21][C:20]([CH2:23][N:24]([CH3:26])[CH3:25])=[CH:19][CH:18]=1.[Cl:27][C:28]1[CH:33]=[C:32](B2OC(C)(C)C(C)(C)O2)[CH:31]=[C:30]([Cl:43])[C:29]=1[OH:44]>>[Cl:27][C:28]1[CH:33]=[C:32]([C:2]2[CH:3]=[C:4]3[C:9](=[CH:10][CH:11]=2)[N:8]=[CH:7][C:6]([S:12]([CH3:15])(=[O:14])=[O:13])=[C:5]3[NH:16][C:17]2[CH:18]=[CH:19][C:20]([CH2:23][N:24]([CH3:25])[CH3:26])=[CH:21][CH:22]=2)[CH:31]=[C:30]([Cl:43])[C:29]=1[OH:44]. Procedure details: Following general procedure D, 6-bromo-N-(4-((dimethylamino)methyl)phenyl)-3-(methylsulfonyl)quinolin-4-amine (43 mg, 0.10 mmol) was reacted with 2,6-dichloro-4-(4,4,5,5-tetramethyl-1,3,2-dioxaborolan-2-yl)phenol (53 mg, 0.183 mmol) to afford the desired product (31.7 mg, 61%) as a yellow solid. 1H NMR (500 MHz, MeOD) δ 9.00 (s, 1H), 8.06-7.97 (m, 2H), 7.74 (s, 3H), 7.46-7.38 (m, 2H), 7.21 (d, J=8.0 Hz, 2H), 7.13 (s, 2H), 3.86 (s, 2H), 3.27 (s, 3H), 2.45 (s, 6H). ESI MS m/z 516 [C25H23Cl2N3O2S+H...